Dataset: the Open Reaction Database (ORD), a public repository of structured organic reaction records. Task: describe an organic reaction: reactants, conditions, products, and yield Reactants: BrCCCCCBr, CN(C)C=O, [H-], CC(C)(C)C(=O)Nc1ccc(-c2cc(=O)c3c(N)c(F)cc(F)c3o2)cc1F, [Na+], O. Product: CC(C)(C)C(=O)Nc1ccc(-c2cc(=O)c3c(NCCCCCBr)c(F)cc(F)c3o2)cc1F. As a reaction SMILES: [Br:29][CH2:30][CH2:31][CH2:32][CH2:33][CH2:34][Br:35].[CH3:39][N:40]([CH3:41])[CH:42]=[O:43].[H-:36].[NH2:1][c:2]1[c:3]([F:28])[cH:4][c:5]([F:27])[c:6]2[c:7]1[c:8](=[O:26])[cH:9][c:10](-[c:12]1[cH:13][c:14]([F:25])[c:15]([NH:18][C:19]([C:20]([CH3:21])([CH3:22])[CH3:23])=[O:24])[cH:16][cH:17]1)[o:11]2.[Na+:37].[OH2:38]>>[NH:1]([c:2]1[c:3]([F:28])[cH:4][c:5]([F:27])[c:6]2[c:7]1[c:8](=[O:26])[cH:9][c:10](-[c:12]1[cH:13][c:14]([F:25])[c:15]([NH:18][C:19]([C:20]([CH3:21])([CH3:22])[CH3:23])=[O:24])[cH:16][cH:17]1)[o:11]2)[CH2:34][CH2:33][CH2:32][CH2:31][CH2:30][Br:29]. The reactants are CCCI (PrI), CC(C)(C)OC(=O)N1CCN(CC1)c2ccc(NC(=O)c3oc(cc3)c4ccc(cc4)C#N)cc2 (p-CN Core). Reagents/catalysts: O=S(=O)(O)O (H2SO4), CCN=P(N=P(N(C)C)(N(C)C)N(C)C)(N(C)C)N(C)C (P2-Et). Solvent: COCCOCCOC (diglyme), CN(C)C=O (DMF), CN(C)C=O (DMF), CN(C)C=O (DMF). Conditions: temperature 23 celsius, time 20 hour. Product: CCCN(C(=O)c1oc(cc1)c2ccc(cc2)C#N)c3ccc(cc3)N4CCNCC4 (MK2_Alk_15), CC(C)(C)OC(=O)N1CCN(CC1)c2ccc(NC(=O)c3oc(cc3)c4ccc(cc4)C#N)cc2 (p-CN Core), CC(C)(C)OC(=O)N1CCN(CC1)c2ccc(NC(=O)c3oc(cc3)c4ccc(cc4)C#N)cc2 (MK2_Core_CN). The yield is 20.0%. RXN SMILES: [Br:1][CH2:2][CH2:3][CH2:4][CH2:5][CH2:6][Br:7].[CH2:8]1[CH2:9][CH2:10][CH2:11][NH:12][CH2:13][CH2:14]1.[Na+:17].[OH-:16].[OH2:15]>>[Br-:1].[CH2:2]1[CH2:3][CH2:4][CH2:5][CH2:6][N+:12]12[CH2:11][CH2:10][CH2:9][CH2:8][CH2:14][CH2:13]2. Yields the product [Br-], C1CCC[N+]2(CC1)CCCCC2. Reactants: BrCCCCCBr, C1CCCNCC1, [Na+], [OH-], O. Run at time 1 hour. RXN SMILES: C([O:3][C:4]([C:6]1[N:10]([CH:11]2[CH2:16][CH2:15][N:14]([C:17]([O:19][C:20]([CH3:23])([CH3:22])[CH3:21])=[O:18])[CH2:13][CH2:12]2)[N:9]=[C:8]([C:24]([F:27])([F:26])[F:25])[CH:7]=1)=[O:5])C.[OH-].[Na+]>C(O)C>[C:20]([O:19][C:17]([N:14]1[CH2:13][CH2:12][CH:11]([N:10]2[C:6]([C:4]([OH:5])=[O:3])=[CH:7][C:8]([C:24]([F:25])([F:26])[F:27])=[N:9]2)[CH2:16][CH2:15]1)=[O:18])([CH3:23])([CH3:21])[CH3:22] |f:1.2|. Procedure details: To a stirred suspension of 93 (500 mg, 1.278 mmol) in ethanol (4.3 mL) was added a solution of NaOH (1.916 mL, 2N, 3.83 mmol) and the mixture was stirred at room temperature for 1 h, then it was concentrated and 1N HCl was added till the solution reached PH-1. Extraction with EtOAc and normal work-up gave crude 101 as colorless oil. LRMS (ESI): calc. 363.3; found 386.2 (MNa)+. The solvent is C(C)O (ethanol). Product: C(C)(C)(C)OC(=O)N1CCC(CC1)N1N=C(C=C1C(=O)O)C(F)(F)F (1-(1-(tert-butoxycarbonyl)piperidin-4-yl)-3-(trifluoromethyl)-1H-pyrazole-5-carboxylic acid). Starting materials: C(C)OC(=O)C1=CC(=NN1C1CCN(CC1)C(=O)OC(C)(C)C)C(F)(F)F (tert-butyl 4-(5-(ethoxycarbonyl)-3-(trifluoromethyl)-1H-pyrazol-1-yl)piperidine-1-carboxylate), [OH-].[Na+] (NaOH). The reactants are NC=1C=C(C=CC1)C(CC#N)O (3-(3-aminophenyl)-3-hydroxypropanenitrile), CC1=CC=C(C=C1)S(=O)(=O)OCC(CCC)CCC (2-propylpentyl 4-methylbenzenesulfonate). Run in CCO.O (EtOH H2O). The product is OC(CC#N)C1=CC(=CC=C1)NCC(CCC)CCC (3-hydroxy-3-(3-(2-propylpentylamino)phenyl)propanenitrile). Reaction SMILES: [NH2:1][C:2]1[CH:3]=[C:4]([CH:8]([OH:12])[CH2:9][C:10]#[N:11])[CH:5]=[CH:6][CH:7]=1.CC1C=CC(S(O[CH2:24][CH:25]([CH2:29][CH2:30][CH3:31])[CH2:26][CH2:27][CH3:28])(=O)=O)=CC=1>CCO.O>[OH:12][CH:8]([C:4]1[CH:5]=[CH:6][CH:7]=[C:2]([NH:1][CH2:24][CH:25]([CH2:29][CH2:30][CH3:31])[CH2:26][CH2:27][CH3:28])[CH:3]=1)[CH2:9][C:10]#[N:11] |f:2.3|. Reported procedure: To a stirred solution of aniline 12 (1.0 g, 6.1 mmol) in EtOH:H2O (9:1) was added 2-propylpentyl 4-methylbenzenesulfonate (0.87 g, 3.08 mmol). The reaction mixture was heated under reflux for 4 days, concentrated under reduced pressure. The residue was diluted with water and extracted with EtOAc three times. Combined organic layers were dried over anhydrous sodium sulfate and concentrated under reduced pressure to dryness. Purification by flash chromatography (25% EtOAc—hexanes) gave 3-hydroxy-3... The reactants are CSc1cc(CCC(=O)OC(C)(C)C)cc(-c2nc(=O)c3ccccc3s2)n1, CC(C)OC(C)C, O=C(O)C(F)(F)F. Product: CSc1cc(CCC(=O)O)cc(-c2nc(=O)c3ccccc3s2)n1. Reaction SMILES: [CH3:1][S:2][c:3]1[n:4][c:5](-[c:18]2[s:19][c:20]3[c:21]([c:22](=[O:24])[n:23]2)[cH:25][cH:26][cH:27][cH:28]3)[cH:6][c:7]([CH2:9][CH2:10][C:11](=[O:12])[O:13][C:14]([CH3:15])([CH3:16])[CH3:17])[cH:8]1.[CH:29]([O:30][CH:31]([CH3:32])[CH3:33])([CH3:34])[CH3:35].[OH:36][C:37]([C:38]([F:39])([F:40])[F:41])=[O:42]>>[CH3:1][S:2][c:3]1[n:4][c:5](-[c:18]2[s:19][c:20]3[c:21]([c:22](=[O:24])[n:23]2)[cH:25][cH:26][cH:27][cH:28]3)[cH:6][c:7]([CH2:9][CH2:10][C:11](=[O:12])[OH:13])[cH:8]1.